Dataset: the Open Reaction Database (ORD), a public repository of structured organic reaction records. Task: describe an organic reaction: reactants, conditions, products, and yield The reactants are NCCCOC1=C(C(=O)NC2=CC=C(C(=O)N(C3=C(C=CC=C3)OCCCCCC(=O)N3CCN(CC3)C)C)C=C2)C=CC=C1 (4-[2-[(3-aminoprop-1-yl)oxy]benzoyl]amino-N-methyl-N-[2-[5-(4-methylpiperazin-1-yl)carbonylpent-1-yloxy]phenyl]benzamide), C=O (formaldehyde), C(#N)[BH3-].[Na+] (sodium cyanoborohydride). Run in CO (methanol), C(C)(=O)O (acetic acid), C(Cl)(Cl)Cl (chloroform). Run at time 4 hour. Product: CN(CCCOC1=C(C(=O)NC2=CC=C(C(=O)N(C3=C(C=CC=C3)OCCCCCC(=O)N3CCN(CC3)C)C)C=C2)C=CC=C1)C (4-[2-[(3-dimethylaminoprop-1-yl)oxy]benzoyl]amino-N-methyl-N-[2-[5-(4-methylpiperazin-1-yl)carbonylpent-1-yloxy]phenyl]benzamide). Isolated yield 93.5%. Reaction SMILES: N[CH2:2][CH2:3][CH2:4][O:5][C:6]1[CH:45]=[CH:44][CH:43]=[CH:42][C:7]=1[C:8]([NH:10][C:11]1[CH:41]=[CH:40][C:14]([C:15]([N:17]([CH3:39])[C:18]2[CH:23]=[CH:22][CH:21]=[CH:20][C:19]=2[O:24][CH2:25][CH2:26][CH2:27][CH2:28][CH2:29][C:30]([N:32]2[CH2:37][CH2:36][N:35]([CH3:38])[CH2:34][CH2:33]2)=[O:31])=[O:16])=[CH:13][CH:12]=1)=[O:9].[CH2:46]=O.[C:48]([BH3-])#[N:49].[Na+]>CO.C(O)(=O)C.C(Cl)(Cl)Cl>[CH3:46][N:49]([CH3:48])[CH2:2][CH2:3][CH2:4][O:5][C:6]1[CH:45]=[CH:44][CH:43]=[CH:42][C:7]=1[C:8]([NH:10][C:11]1[CH:41]=[CH:40][C:14]([C:15]([N:17]([CH3:39])[C:18]2[CH:23]=[CH:22][CH:21]=[CH:20][C:19]=2[O:24][CH2:25][CH2:26][CH2:27][CH2:28][CH2:29][C:30]([N:32]2[CH2:37][CH2:36][N:35]([CH3:38])[CH2:34][CH2:33]2)=[O:31])=[O:16])=[CH:13][CH:12]=1)=[O:9] |f:2.3|. Reported procedure: To a mixture of 4-[2-[(3-aminoprop-1-yl)oxy]benzoyl]amino-N-methyl-N-[2-[5-(4-methylpiperazin-1-yl)carbonylpent-1-yloxy]phenyl]benzamide (220 mg) and 37% aqueous formaldehyde (290 mg) in a mixture of methanol (10 ml) and acetic acid (0.2 ml) was added sodium cyanoborohydride (44.8 mg) and the mixture was stirred at ambient temperature for 4 hours. The reaction mixture was diluted with chloroform (20 ml) and the solution was washed successively with saturated aqueous sodium hydrogen carbonate sol... Starting materials: CC(C)(C)OC(=O)N1CCC(CC(=O)O)CC1, Cc1ccccc1, CO. Yields the product COC(=O)CC1CCN(C(=O)OC(C)(C)C)CC1. Reaction SMILES: [C:1]([CH3:2])([CH3:3])([CH3:4])[O:5][C:6](=[O:7])[N:8]1[CH2:9][CH2:10][CH:11]([CH2:14][C:15](=[O:16])[OH:17])[CH2:12][CH2:13]1.[CH3:18][c:19]1[cH:20][cH:21][cH:22][cH:23][cH:24]1.[CH3:25][OH:26]>>[C:1]([CH3:2])([CH3:3])([CH3:4])[O:5][C:6](=[O:7])[N:8]1[CH2:9][CH2:10][CH:11]([CH2:14][C:15]([O:16][CH3:18])=[O:17])[CH2:12][CH2:13]1.